Dataset: the Open Reaction Database (ORD), a public repository of structured organic reaction records. Task: describe an organic reaction: reactants, conditions, products, and yield The solvent is N1=CC=CC=C1 (pyridine), TEA. The product is N1C=CC2=CC(=CC=C12)C(N)=S (5-indole-thiocarboxamide). As a reaction SMILES: [C:1]([C:3]1[CH:4]=[C:5]2[C:9](=[CH:10][CH:11]=1)[NH:8][CH:7]=[CH:6]2)#[N:2].[SH2:12]>N1C=CC=CC=1>[NH:8]1[C:9]2[C:5](=[CH:4][C:3]([C:1](=[S:12])[NH2:2])=[CH:11][CH:10]=2)[CH:6]=[CH:7]1. The reactants are C(#N)C=1C=C2C=CNC2=CC1 (5-cyanoindole), S (H2S). Procedure details: A solution of 5-cyanoindole (Aldrich) (2.84 g, 20.0 mmol) in 20 mL of pyridine and 8.35 mL of TEA was purged with H2S gas for 1.5 h. Solvents were removed under vacuum. The residue was dissolved in 100 mL of EtOAc, washed with H2O, 0.3 N HCl (aq.), and H2O. The EtOAc layer was separated, dried (Na2SO4), and concentrated to yield the corresponding 5-indole-thiocarboxamide that was used directly in the next step. A solution of 5-indole-thiocarboxamide (150 mg, 0.85 mmol) and 3-(2-bromoacetyl)hydro... The reactants are CN1N=C(N=C1NCCCOC1=CCC=C(C1)CN1CCCC1)N (1-methyl-N5 -[3-[[5-(1-pyrrolidinylmethyl)-1,4-cyclohexadien-1-yl]oxy]propyl]-1H-1,2,4-triazole-3,5-diamine), N1=CC=C(C=C1)C=O (4-pyridinecarboxaldehyde). Solvent: C1=CC=CC=C1 (benzene). The product is CN1N=C(N=C1NCCCOC1=CCC=C(C1)CN1CCCC1)N=CC1=CC=NC=C1 (1-Methyl-N3 -(4-pyridinylmethylene)-N5 -[3-[[5-(1-pyrrolidinylmethyl)-1,4-cyclohexadien-1-yl]oxy]propyl]-1H-1,2,4-triazole-3,5-diamine). Isolated yield 29.1%. RXN SMILES: [CH3:1][N:2]1[C:6]([NH:7][CH2:8][CH2:9][CH2:10][O:11][C:12]2[CH2:17][C:16]([CH2:18][N:19]3[CH2:23][CH2:22][CH2:21][CH2:20]3)=[CH:15][CH2:14][CH:13]=2)=[N:5][C:4]([NH2:24])=[N:3]1.[N:25]1[CH:30]=[CH:29][C:28]([CH:31]=O)=[CH:27][CH:26]=1>C1C=CC=CC=1>[CH3:1][N:2]1[C:6]([NH:7][CH2:8][CH2:9][CH2:10][O:11][C:12]2[CH2:17][C:16]([CH2:18][N:19]3[CH2:23][CH2:22][CH2:21][CH2:20]3)=[CH:15][CH2:14][CH:13]=2)=[N:5][C:4]([N:24]=[CH:31][C:28]2[CH:29]=[CH:30][N:25]=[CH:26][CH:27]=2)=[N:3]1. Procedure: A stirred solution of 1-methyl-N5 -[3-[[5-(1-pyrrolidinylmethyl)-1,4-cyclohexadien-1-yl]oxy]propyl]-1H-1,2,4-triazole-3,5-diamine (0.95 g) and 4-pyridinecarboxaldehyde (0.35 g) in benzene (30 ml) was heated under reflux in a Dean-Stark separator for 30 h. The solution was evaporated in vacuo to give a solid which was recrystallised from ethyl acetate (10 ml) to afford the title compound as a yellow solid (0.35 g). m.p. 166°-167° C. Starting materials: COc1ccc(S(=O)(=O)Cl)cc1, Nc1ccc(CCCC(=O)O)nc1, c1ccncc1. Yields the product COc1ccc(S(=O)(=O)Nc2ccc(CCCC(=O)O)nc2)cc1. Reaction SMILES: [CH3:1][O:2][c:3]1[cH:4][cH:5][c:6]([S:9](=[O:10])(=[O:11])[Cl:12])[cH:7][cH:8]1.[NH2:13][c:14]1[cH:15][cH:16][c:17]([CH2:20][CH2:21][CH2:22][C:23](=[O:24])[OH:25])[n:18][cH:19]1.[cH:26]1[cH:27][cH:28][n:29][cH:30][cH:31]1>>[CH3:1][O:2][c:3]1[cH:4][cH:5][c:6]([S:9](=[O:10])(=[O:11])[NH:13][c:14]2[cH:15][cH:16][c:17]([CH2:20][CH2:21][CH2:22][C:23](=[O:24])[OH:25])[n:18][cH:19]2)[cH:7][cH:8]1. The reactants are stannous chloride dihydrate, C(C1=CC=CC=C1)NC1=C(C=CC(=C1)SC1=C2C=CN=CC2=CC=C1)[N+](=O)[O-] (N1-Benzyl-5-(5-isoquinolylsulfanyl)-2-nitroaniline), [Cl-].[Na+] (sodium chloride). Solvent: Cl (hydrochloric acid). Conditions: time 8 hour. The product is C(C1=CC=CC=C1)NC=1C(=CC=C(C1)SC1=C2C=CN=CC2=CC=C1)N (N2-benzyl-4-(5-isoquinolylsulfanyl)-1,2-benzene diamine). Yield: 92.8%. RXN SMILES: [CH2:1]([NH:8][C:9]1[CH:14]=[C:13]([S:15][C:16]2[CH:25]=[CH:24][CH:23]=[C:22]3[C:17]=2[CH:18]=[CH:19][N:20]=[CH:21]3)[CH:12]=[CH:11][C:10]=1[N+:26]([O-])=O)[C:2]1[CH:7]=[CH:6][CH:5]=[CH:4][CH:3]=1.[Cl-].[Na+]>Cl>[CH2:1]([NH:8][C:9]1[C:10]([NH2:26])=[CH:11][CH:12]=[C:13]([S:15][C:16]2[CH:25]=[CH:24][CH:23]=[C:22]3[C:17]=2[CH:18]=[CH:19][N:20]=[CH:21]3)[CH:14]=1)[C:2]1[CH:7]=[CH:6][CH:5]=[CH:4][CH:3]=1 |f:1.2|. Procedure: N1-Benzyl-5-(5-isoquinolylsulfanyl)-2-nitroaniline 840 mg (2.2 mmol) was dissolved in concentrated hydrochloric acid 25 ml, stannous chloride dihydrate 2.45 g (10.8 mmol) was added, and the mixture was stirred overnight at room temperature. 50% sodium chloride was added to obtain an alkaline solution, and the solution was extracted with ethyl acetate. The organic layer was washed with water and with saturated sodium chloride, dried over anhydrous magnesium sulfate and concentrated under reduced ... Product: NC1=CC=C(C=C1)N(C1=CC=C(C=C1)N(C1=CC=C(C=C1)N)C1=CC=C(C=C1)N)C1=CC=C(C=C1)N (N,N,N′,N′-tetrakis(p-aminophenyl)-p-phenylenediamine). Reported procedure: Such a diimonium compound can be synthesized, for example, as follows. That is, an Ullmann reaction product of p-phenylenediamine and 1-chloro-4-nitrobenzene, is reduced to obtain N,N,N′,N′-tetrakis(p-aminophenyl)-p-phenylenediamine which is then dissolved in N,N-dimethylformamide, and an alkyl bromide is added thereto, followed by a reaction, for example, at 130° C. for 10 hours. Starting materials: C1=CC(=CC=C1N)N (p-phenylenediamine), ClC1=CC=C(C=C1)[N+](=O)[O-] (1-chloro-4-nitrobenzene). Reaction SMILES: [CH:1]1[C:6]([NH2:7])=[CH:5][CH:4]=[C:3]([NH2:8])[CH:2]=1.Cl[C:10]1[CH:15]=[CH:14][C:13]([N+:16]([O-])=O)=[CH:12][CH:11]=1>>[NH2:7][C:6]1[CH:5]=[CH:4][C:3]([N:8]([C:3]2[CH:2]=[CH:1][C:6]([NH2:7])=[CH:5][CH:4]=2)[C:10]2[CH:15]=[CH:14][C:13]([N:16]([C:10]3[CH:15]=[CH:14][C:13]([NH2:16])=[CH:12][CH:11]=3)[C:10]3[CH:15]=[CH:14][C:13]([NH2:16])=[CH:12][CH:11]=3)=[CH:12][CH:11]=2)=[CH:2][CH:1]=1. Starting materials: C(=O)[C@@H]1N(CCC1)C(=O)OC(C)(C)C (tert-butyl (2R)-2-formylpyrrolidine-1-carboxylate), C1(=CC=CC=C1)[Mg]Br (phenylmagnesium bromide), O (water), [Cl-].[NH4+] (ammonium chloride). Run in C1CCOC1 (THF), C1CCOC1 (THF), C(C)(=O)OCC (ethyl acetate). Conditions: time 2 hour. The product is OC([C@@H]1N(CCC1)C(=O)OC(C)(C)C)C1=CC=CC=C1 (tert-butyl (2R)-2-[hydroxy(phenyl)methyl]pyrrolidine-1-carboxylate). RXN SMILES: [CH:1]([C@H:3]1[CH2:7][CH2:6][CH2:5][N:4]1[C:8]([O:10][C:11]([CH3:14])([CH3:13])[CH3:12])=[O:9])=[O:2].[C:15]1([Mg]Br)[CH:20]=[CH:19][CH:18]=[CH:17][CH:16]=1.[Cl-].[NH4+].O>C1COCC1.C(OCC)(=O)C>[OH:2][CH:1]([C:15]1[CH:20]=[CH:19][CH:18]=[CH:17][CH:16]=1)[C@H:3]1[CH2:7][CH2:6][CH2:5][N:4]1[C:8]([O:10][C:11]([CH3:14])([CH3:13])[CH3:12])=[O:9] |f:2.3|. Procedure details: To a solution of tert-butyl (2R)-2-formylpyrrolidine-1-carboxylate (500 mg, 2.51 mmol) in dry THF (7 mL) at −78° C. was added 1 M phenylmagnesium bromide solution in THF (7.5 mL, 7.5 mmol, 3 eq.). After stirring the reaction mixture for 2 h, saturated aqueous ammonium chloride (1.5 mL) was added. The mixture was warmed to room temperature, and water (50 mL) and ethyl acetate (25 mL) were added. The phases were separated, and the aqueous layer was extracted with ethyl acetate (25 mL). The combine... As a reaction SMILES: C([O:4][CH:5]1[C:9]2=[N:10][CH:11]=[C:12]([NH:28][C:29]([C:31]3[CH:36]=[CH:35][C:34]([F:37])=[C:33]([C:38]4[C:43]([F:44])=[CH:42][C:41]([S:45][CH3:46])=[CH:40][C:39]=4[F:47])[N:32]=3)=[O:30])[C:13]([N:14]3[CH2:19][CH2:18][CH2:17][C@H:16]([NH:20]C(OC(C)(C)C)=O)[CH2:15]3)=[C:8]2[CH2:7][CH2:6]1)(=O)C.[OH-].[Na+].C(O)(C(F)(F)F)=O>CO.C1COCC1.C(Cl)Cl>[NH2:20][C@H:16]1[CH2:17][CH2:18][CH2:19][N:14]([C:13]2[C:12]([NH:28][C:29]([C:31]3[CH:36]=[CH:35][C:34]([F:37])=[C:33]([C:38]4[C:39]([F:47])=[CH:40][C:41]([S:45][CH3:46])=[CH:42][C:43]=4[F:44])[N:32]=3)=[O:30])=[CH:11][N:10]=[C:9]3[CH:5]([OH:4])[CH2:6][CH2:7][C:8]=23)[CH2:15]1 |f:1.2|. The solvent is C1CCOC1 (THF), CO (MeOH), C(Cl)Cl (DCM). Procedure details: 4-{(3S)-3-[(tert-Butoxycarbonyl)amino]piperidin-1-yl}-3-[({6-[2,6-difluoro-4-(methylthio)phenyl]-5-fluoropyridin-2-yl}carbonyl)amino]-6,7-dihydro-5H-cyclopenta[b]pyridin-7-yl acetate (6.3 mg, 0.009 mmol) was dissolved in MeOH (0.1 mL) and THF (0.06 mL), then 1.0 M aq. NaOH (0.038 mL, 0.038 mmol) was added. The reaction mixture was stirred at room temperature for 20 min. The organic solvents and trace of water were removed under reduced pressure to give a crude intermediate. The residue was disso... Conditions: time 20 minute. Product: N[C@@H]1CN(CCC1)C1=C2C(=NC=C1NC(=O)C1=NC(=C(C=C1)F)C1=C(C=C(C=C1F)SC)F)C(CC2)O (N-{4-[(3S)-3-Aminopiperidin-1-yl]-7-hydroxy-6,7-dihydro-5H-cyclopenta[b]pyridin-3-yl}-6-[2,6-difluoro-4-(methylthio)phenyl]-5-fluoropyridine-2-carboxamide). Starting materials: [OH-].[Na+] (NaOH), C(=O)(C(F)(F)F)O (TFA), C(C)(=O)OC1CCC=2C1=NC=C(C2N2C[C@H](CCC2)NC(=O)OC(C)(C)C)NC(=O)C2=NC(=C(C=C2)F)C2=C(C=C(C=C2F)SC)F (4-{(3S)-3-[(tert-Butoxycarbonyl)amino]piperidin-1-yl}-3-[({6-[2,6-difluoro-4-(methylthio)phenyl]-5-fluoropyridin-2-yl}carbonyl)amino]-6,7-dihydro-5H-cyclopenta[b]pyridin-7-yl acetate).